Dataset: the Open Reaction Database (ORD), a public repository of structured organic reaction records. Task: describe an organic reaction: reactants, conditions, products, and yield Reactants: N1CC(CCC1)N1C(CC2(CCCC2)CC1=O)=O (8-(3-piperidinyl)-8-azaspiro [4,5]decan-7,9 -dione), NC1=NC(=NC2=CC(=C(C=C12)OC)OC)Cl (4-amino-2-chloro-6,7-dimethoxyquinazoline). Solvent: C(CC(C)C)O (isoamyl alcohol). The product is Cl.NC1=NC(=NC2=CC(=C(C=C12)OC)OC)N1CC(CCC1)N1C(CC2(CCCC2)CC1=O)=O (8-[1-(4-amino-6,7-dimethoxy-2-quinazolinyl)-3-piperidinyl]-8-azaspiro[4,5]decan-7,9-dione hydrochloride). As a reaction SMILES: [NH:1]1[CH2:6][CH2:5][CH2:4][CH:3]([N:7]2[C:16](=[O:17])[CH2:15][C:10]3([CH2:14][CH2:13][CH2:12][CH2:11]3)[CH2:9][C:8]2=[O:18])[CH2:2]1.[NH2:19][C:20]1[C:29]2[C:24](=[CH:25][C:26]([O:32][CH3:33])=[C:27]([O:30][CH3:31])[CH:28]=2)[N:23]=[C:22]([Cl:34])[N:21]=1>C(O)CC(C)C>[ClH:34].[NH2:19][C:20]1[C:29]2[C:24](=[CH:25][C:26]([O:32][CH3:33])=[C:27]([O:30][CH3:31])[CH:28]=2)[N:23]=[C:22]([N:1]2[CH2:6][CH2:5][CH2:4][CH:3]([N:7]3[C:8](=[O:18])[CH2:9][C:10]4([CH2:14][CH2:13][CH2:12][CH2:11]4)[CH2:15][C:16]3=[O:17])[CH2:2]2)[N:21]=1 |f:3.4|. Procedure: The mixture of 3.75 g of 8-(3-piperidinyl)-8-azaspiro [4,5]decan-7,9 -dione, 3.59 g of 4-amino-2-chloro-6,7-dimethoxyquinazoline and 100 ml of isoamyl alcohol is stirred and refluxed under nitrogen for 24 hours. It is cooled to 20°, the solids filtered off, washed with isoamyl alcohol and diethyl ether and recrystallized from the mixture of 160 ml of methanol and 110 ml of water, to yield the 8-[1-(4-amino-6,7-dimethoxy-2-quinazolinyl)-3-piperidinyl]-8-azaspiro[4,5]decan-7,9-dione hydrochloride ... Reactants: Cc1onc(-c2c(Cl)cccc2Cl)c1C(=O)Cl, CC(C)C(=O)Nc1cccc(C2CCN(CCC(O)c3ccccc3)CC2)c1. The product is Cc1onc(-c2c(Cl)cccc2Cl)c1C(=O)OC(CCN1CCC(c2cccc(NC(=O)C(C)C)c2)CC1)c1ccccc1. Reaction SMILES: [Cl:29][c:30]1[c:31](-[c:37]2[n:38][o:39][c:40]([CH3:45])[c:41]2[C:42](=[O:43])[Cl:44])[c:32]([Cl:36])[cH:33][cH:34][cH:35]1.[OH:1][CH:2]([CH2:3][CH2:4][N:5]1[CH2:6][CH2:7][CH:8]([c:11]2[cH:12][c:13]([NH:17][C:18]([CH:19]([CH3:20])[CH3:21])=[O:22])[cH:14][cH:15][cH:16]2)[CH2:9][CH2:10]1)[c:23]1[cH:24][cH:25][cH:26][cH:27][cH:28]1>>[O:1]([CH:2]([CH2:3][CH2:4][N:5]1[CH2:6][CH2:7][CH:8]([c:11]2[cH:12][c:13]([NH:17][C:18]([CH:19]([CH3:20])[CH3:21])=[O:22])[cH:14][cH:15][cH:16]2)[CH2:9][CH2:10]1)[c:23]1[cH:24][cH:25][cH:26][cH:27][cH:28]1)[C:42]([c:41]1[c:37](-[c:31]2[c:30]([Cl:29])[cH:35][cH:34][cH:33][c:32]2[Cl:36])[n:38][o:39][c:40]1[CH3:45])=[O:43].